Dataset: the Open Reaction Database (ORD), a public repository of structured organic reaction records. Task: describe an organic reaction: reactants, conditions, products, and yield The reactants are ClC1=C(OC(C(=O)OC(C)(C)C)CC)C=CC(=C1Cl)CCC(C=1SC(=CC1)C1=CC=C(C=C1)C(F)(F)F)=O (tert-butyl 2-(2,3-dichloro-4-(3-oxo-3-(5-(4-(trifluoromethyl)phenyl)thien-2-yl)propyl)phenoxy)butanoate), FC(C(=O)O)(F)F (trifluoroacetic acid). The product is ClC1=C(OC(C(=O)O)CC)C=CC(=C1Cl)CCC(C=1SC(=CC1)C1=CC=C(C=C1)C(F)(F)F)=O (2-(2,3-Dichloro-4-(3-oxo-3-(5-(4-(trifluoromethyl)phenyl)thien-2-yl)propyl)-phenoxy)butanoic acid). As a reaction SMILES: [Cl:1][C:2]1[C:18]([Cl:19])=[C:17]([CH2:20][CH2:21][C:22](=[O:38])[C:23]2[S:24][C:25]([C:28]3[CH:33]=[CH:32][C:31]([C:34]([F:37])([F:36])[F:35])=[CH:30][CH:29]=3)=[CH:26][CH:27]=2)[CH:16]=[CH:15][C:3]=1[O:4][CH:5]([CH2:13][CH3:14])[C:6]([O:8]C(C)(C)C)=[O:7].FC(F)(F)C(O)=O>>[Cl:1][C:2]1[C:18]([Cl:19])=[C:17]([CH2:20][CH2:21][C:22](=[O:38])[C:23]2[S:24][C:25]([C:28]3[CH:29]=[CH:30][C:31]([C:34]([F:35])([F:36])[F:37])=[CH:32][CH:33]=3)=[CH:26][CH:27]=2)[CH:16]=[CH:15][C:3]=1[O:4][CH:5]([CH2:13][CH3:14])[C:6]([OH:8])=[O:7]. Reported procedure: 2-(2,3-Dichloro-4-(3-oxo-3-(5-(4-(trifluoromethyl)phenyl)thien-2-yl)propyl)-phenoxy)butanoic acid is prepared from tert-butyl 2-(2,3-dichloro-4-(3-oxo-3-(5-(4-(trifluoromethyl)phenyl)thien-2-yl)propyl)phenoxy)butanoate according to general procedure E using 17 equivalents of trifluoroacetic acid. The reactants are CC#CC(=O)O, C1CCOC1, CN1CCOCC1, CC(C)COC(=O)Cl, N#Cc1cnc2ccc(N)cc2c1Nc1cccc(Cl)c1, CN(C)C=O, O. The product is CC#CC(=O)Nc1ccc2ncc(C#N)c(Nc3cccc(Cl)c3)c2c1. RXN SMILES: [C:1]([C:2]#[C:3][CH3:4])(=[O:5])[OH:6].[CH2:43]1[O:44][CH2:45][CH2:46][CH2:47]1.[CH3:7][N:8]1[CH2:9][CH2:10][O:11][CH2:12][CH2:13]1.[Cl:14][C:15]([O:16][CH2:17][CH:18]([CH3:19])[CH3:20])=[O:21].[NH2:22][c:23]1[cH:24][c:25]2[c:26]([NH:35][c:36]3[cH:37][c:38]([Cl:42])[cH:39][cH:40][cH:41]3)[c:27]([C:33]#[N:34])[cH:28][n:29][c:30]2[cH:31][cH:32]1.[O:48]=[CH:49][N:50]([CH3:51])[CH3:52].[OH2:53]>>[C:1]([C:2]#[C:3][CH3:4])(=[O:6])[NH:22][c:23]1[cH:24][c:25]2[c:26]([NH:35][c:36]3[cH:37][c:38]([Cl:42])[cH:39][cH:40][cH:41]3)[c:27]([C:33]#[N:34])[cH:28][n:29][c:30]2[cH:31][cH:32]1. The reactants are C(C)(=O)C=1C=CC2=C(SC=C2)C1 (6-acetyl benzo[b]thiophene), C1(=CC=C(C=C1)S(=O)(=O)O)C (p-toluenesulfonic acid), C(CO)O (ethylene glycol), O (H2O). Solvent: C1(=CC=CC=C1)C (toluene). Yields the product CC1(OCCO1)C=1C=CC2=C(SC=C2)C1 (6-(2-methyldioxolan-2-yl) benzo[b]thiophene). Isolated yield 73.0%. Reaction SMILES: [C:1]([C:4]1[CH:5]=[CH:6][C:7]2[CH:11]=[CH:10][S:9][C:8]=2[CH:12]=1)(=[O:3])[CH3:2].C1(C)C=CC(S(O)(=O)=O)=CC=1.[CH2:24](O)[CH2:25][OH:26].O>C1(C)C=CC=CC=1>[CH3:2][C:1]1([C:4]2[CH:5]=[CH:6][C:7]3[CH:11]=[CH:10][S:9][C:8]=3[CH:12]=2)[O:26][CH2:25][CH2:24][O:3]1. Procedure: A mixture of 6-acetyl benzo[b]thiophene (10.57 g, 60 mmole), p-toluenesulfonic acid (1.65 g) and ethylene glycol (33 ml) was heated to reflux in toluene (250 ml) for 2 hours with the continuous removal of H2O using a Dean-Stark trap. The reaction mixture was allowed to cool to room temperature. Then extracted with 20% saturated NaHCO3 (150 ml) and H2O (2×150 ml). After drying over Na2SO4, the solvent was evaporated in vacuo and the residue was crystallized from hexanes (50 ml) yielding 9.66 g (7...